This data is from the Open Reaction Database (ORD), a public repository of structured organic reaction records. The task is: describe an organic reaction: reactants, conditions, products, and yield The reactants are CC=1C=C(C=C(C1NC=2C=CN=C(N2)NC=3C=CC(=CC3)C#N)C)/C=C/C#N (Rilpivirine), Cl (hydrochloride). Run in CO (methanol), CO (methanol), CC(=O)C (acetone). Reaction conditions: time 10 minute. Product: CC=1C=C(C=C(C1NC=2C=CN=C(N2)NC=3C=CC(=CC3)C#N)C)/C=C/C#N.Cl (rilpivirine hydrochloride). RXN SMILES: [CH3:1][C:2]1[CH:3]=[C:4](/[CH:25]=[CH:26]/[C:27]#[N:28])[CH:5]=[C:6]([CH3:24])[C:7]=1[NH:8][C:9]1[CH:10]=[CH:11][N:12]=[C:13]([NH:15][C:16]2[CH:17]=[CH:18][C:19]([C:22]#[N:23])=[CH:20][CH:21]=2)[N:14]=1.[ClH:29]>CO.CC(C)=O>[CH3:1][C:2]1[CH:3]=[C:4](/[CH:25]=[CH:26]/[C:27]#[N:28])[CH:5]=[C:6]([CH3:24])[C:7]=1[NH:8][C:9]1[CH:10]=[CH:11][N:12]=[C:13]([NH:15][C:16]2[CH:17]=[CH:18][C:19]([C:22]#[N:23])=[CH:20][CH:21]=2)[N:14]=1.[ClH:29] |f:4.5|. Procedure details: Rilpivirine (100 gm) was suspended in a mixture of methanol (1500 ml) and acetone (2200 ml). The contents were heated to reflux and maintained for 30 minutes at reflux to obtain a clear solution. The solution was treated with carbon and stirred for 10 minutes. The reaction mass was filtered through celite bed and then concentrated to obtain a residual solid. The residual solid was stirred for 30 minutes, filtered and then dried. To the solid thus obtained was added methanol and then the reaction... Starting materials: BrC1=CC(=C(C=C1)C(=O)N1CCN(CC1)C1=C(C=C(C=C1)C)C)S(=O)(=O)C ((4-bromo-2-methanesulfonylphenyl)[4-(2,4-dimethylphenyl)piperazin-1-yl]methanone), OCC1CCC(N1)=O (5-hydroxymethylpyrrolidin-2-one). The product is CC1=C(C=CC(=C1)C)N1CCN(CC1)C(=O)C1=C(C=C(C=C1)N1C(CC[C@H]1CO)=O)S(=O)(=O)C ((S)-1-{4-[4-(2,4-dimethylphenyl)piperazine-1-carbonyl]-3-methanesulfonylphenyl}-5-hydroxymethylpyrrolidin-2-one). Yield: 50.1%. Reaction SMILES: Br[C:2]1[CH:7]=[CH:6][C:5]([C:8]([N:10]2[CH2:15][CH2:14][N:13]([C:16]3[CH:21]=[CH:20][C:19]([CH3:22])=[CH:18][C:17]=3[CH3:23])[CH2:12][CH2:11]2)=[O:9])=[C:4]([S:24]([CH3:27])(=[O:26])=[O:25])[CH:3]=1.[OH:28][CH2:29][CH:30]1[NH:34][C:33](=[O:35])[CH2:32][CH2:31]1>>[CH3:23][C:17]1[CH:18]=[C:19]([CH3:22])[CH:20]=[CH:21][C:16]=1[N:13]1[CH2:14][CH2:15][N:10]([C:8]([C:5]2[CH:6]=[CH:7][C:2]([N:34]3[C@H:30]([CH2:29][OH:28])[CH2:31][CH2:32][C:33]3=[O:35])=[CH:3][C:4]=2[S:24]([CH3:27])(=[O:26])=[O:25])=[O:9])[CH2:11][CH2:12]1. Procedure: Using (4-bromo-2-methanesulfonylphenyl)[4-(2,4-dimethylphenyl)piperazin-1-yl]methanone (903 mg) described in Preparation Example 110 and 5-hydroxymethylpyrrolidin-2-one (230 mg) and by the reaction and treatment in the same manner as in Example 1, the title compound (486 mg) was obtained.